The task is: describe an organic reaction: reactants, conditions, products, and yield. This data is from the Open Reaction Database (ORD), a public repository of structured organic reaction records. Starting materials: ICCCOC1=CC=C(C=C1)NC=C1C(NC2=CC=CC=C12)=O (3-{[4-(3-Iodo-propoxy)-phenylamino]-methylene}-1,3-dihydro-indol-2-one), N1CCCC1 (pyrrolidine). Yields the product N1(CCCC1)CCCOC1=CC=C(C=C1)NC=C1C(NC2=CC=CC=C12)=O (3-{[4-(3-Pyrrolidin-1-yl-propoxy)-phenylamino]-methylene}-1,3-dihydro-indol-2-one). RXN SMILES: I[CH2:2][CH2:3][CH2:4][O:5][C:6]1[CH:11]=[CH:10][C:9]([NH:12][CH:13]=[C:14]2[C:22]3[C:17](=[CH:18][CH:19]=[CH:20][CH:21]=3)[NH:16][C:15]2=[O:23])=[CH:8][CH:7]=1.[NH:24]1[CH2:28][CH2:27][CH2:26][CH2:25]1>>[N:24]1([CH2:2][CH2:3][CH2:4][O:5][C:6]2[CH:11]=[CH:10][C:9]([NH:12][CH:13]=[C:14]3[C:22]4[C:17](=[CH:18][CH:19]=[CH:20][CH:21]=4)[NH:16][C:15]3=[O:23])=[CH:8][CH:7]=2)[CH2:28][CH2:27][CH2:26][CH2:25]1. Procedure: In a manner similar to that described in Example 217, 3-{[4-(3-Iodo-propoxy)-phenylamino]-methylene}-1,3-dihydro-indol-2-one and pyrrolidine are converted to the named compound.